Dataset: the Open Reaction Database (ORD), a public repository of structured organic reaction records. Task: describe an organic reaction: reactants, conditions, products, and yield The reactants are CC(=O)OC(C)=O, Cl, Cc1ccccc1-c1nnc(NN)s1, O, c1ccncc1. Yields the product CC(=O)NNc1nnc(-c2ccccc2C)s1. Reaction SMILES: [CH3:17][C:18](=[O:19])[O:20][C:21](=[O:22])[CH3:23].[ClH:1].[NH:2]([NH2:3])[c:4]1[s:5][c:6](-[c:9]2[c:10]([CH3:15])[cH:11][cH:12][cH:13][cH:14]2)[n:7][n:8]1.[OH2:16].[cH:24]1[cH:25][cH:26][n:27][cH:28][cH:29]1>>[NH:2]([NH:3][C:18]([CH3:17])=[O:19])[c:4]1[s:5][c:6](-[c:9]2[c:10]([CH3:15])[cH:11][cH:12][cH:13][cH:14]2)[n:7][n:8]1. Reactants: C(C)(C)(C)OC(=O)N1C=CC2=CC(=C(C=C12)F)Br (5-Bromo-6-fluoro-indole-1-carboxylic acid tert-butyl ester), Cl (HCl), C(CCC#C)O (4-pentyne-1-ol), O (water). The reagents and catalysts are C=1C=CC(=CC1)[P](C=2C=CC=CC2)(C=3C=CC=CC3)[Pd]([P](C=4C=CC=CC4)(C=5C=CC=CC5)C=6C=CC=CC6)([P](C=7C=CC=CC7)(C=8C=CC=CC8)C=9C=CC=CC9)[P](C=1C=CC=CC1)(C=1C=CC=CC1)C=1C=CC=CC1 (Pd(PPh3)4), [Cu]I (CuI). Solvent: N1CCCCC1 (piperidine). Conditions: temperature 60 celsius, time 2 hour. The product is C(C)(C)(C)OC(=O)N1C=CC2=CC(=C(C=C12)F)C#CCCCO (6-Fluoro-5-(5-hydroxy-pent-1-ynyl)-indole-1-carboxylic acid tert-butyl ester). Yield: 455.2%. RXN SMILES: [C:1]([O:5][C:6]([N:8]1[C:16]2[C:11](=[CH:12][C:13](Br)=[C:14]([F:17])[CH:15]=2)[CH:10]=[CH:9]1)=[O:7])([CH3:4])([CH3:3])[CH3:2].[CH2:19]([OH:24])[CH2:20][CH2:21][C:22]#[CH:23].O.Cl>N1CCCCC1.C1C=CC([P]([Pd]([P](C2C=CC=CC=2)(C2C=CC=CC=2)C2C=CC=CC=2)([P](C2C=CC=CC=2)(C2C=CC=CC=2)C2C=CC=CC=2)[P](C2C=CC=CC=2)(C2C=CC=CC=2)C2C=CC=CC=2)(C2C=CC=CC=2)C2C=CC=CC=2)=CC=1.[Cu]I>[C:1]([O:5][C:6]([N:8]1[C:16]2[C:11](=[CH:12][C:13]([C:23]#[C:22][CH2:21][CH2:20][CH2:19][OH:24])=[C:14]([F:17])[CH:15]=2)[CH:10]=[CH:9]1)=[O:7])([CH3:4])([CH3:3])[CH3:2] |^1:36,38,57,76|. Reported procedure: A mixture of 3.04 g (9.67 mmol) 5-Bromo-6-fluoro-indole-1-carboxylic acid tert-butyl ester, 670 mg (0.58 mmol) Pd(PPh3)4, and 111 mg (0.58 mmol) CuI in 25 ml of piperidine was heated to 60° C., treated with 1.61 ml (1.80 mmol) 4-pentyne-1-ol and stirred at 80° C. for 2 hrs. After cooling to room temperature the mixture was poured into water, acidified with 2M aqueous HCl and extracted with EtOAc. Drying of the combined organic layers with MgSO4, evaporation of the solvent, and chromatography on ... Reactants: [Ag+], CCOC(=O)c1nc(-c2ccc(OC)cc2)oc1CBr, CN(C)C=O, O=C([O-])C(F)(F)F. Product: CCOC(=O)c1nc(-c2ccc(OC)cc2)oc1CO. Reaction SMILES: [Ag+:33].[CH2:1]([CH3:2])[O:3][C:4](=[O:5])[c:6]1[n:7][c:8](-[c:13]2[cH:14][cH:15][c:16]([O:19][CH3:20])[cH:17][cH:18]2)[o:9][c:10]1[CH2:11][Br:12].[CH3:21][N:22]([CH3:23])[CH:25]=[O:24].[F:26][C:27]([F:28])([F:29])[C:30]([O-:31])=[O:32]>>[CH2:1]([CH3:2])[O:3][C:4](=[O:5])[c:6]1[n:7][c:8](-[c:13]2[cH:14][cH:15][c:16]([O:19][CH3:20])[cH:17][cH:18]2)[o:9][c:10]1[CH2:11][OH:24]. The reactants are C(C(=O)Cl)(=O)Cl (oxalyl chloride), C(Cl)Cl (methylene chloride), NC1=NN(C=C1)CC(C)(O)C (1-(3-amino-pyrazol-1-yl)-2-methyl-propan-2-ol), N1=C(C=CC=C1C)C (2,6-lutidine), C(Cl)Cl (methylene chloride), acid chloride, ClC=1C=C(C=CC1S(=O)(=O)C)[C@H](C(=O)NC1=NN(C=C1)CCC(=O)O)CC1CCCC1 (3-{3-[2(R)-(3-chloro-4-methanesulfonyl-phenyl)-3-cyclopentyl-propionylamino]-pyrazol-1-yl}-propionic acid), C(Cl)Cl (methylene chloride), C(Cl)Cl (methylene chloride), C(Cl)Cl (methylene chloride). Reaction conditions: temperature 0 celsius, time 30 minute. The product is ClC=1C=C(C=CC1Cl)C(C(=O)NC1=NN(C=C1)CC(C)(C)O)CC1OCCCC1 (2-(3,4-dichloro-phenyl)-N-[1-(2-hydroxy-2-methyl-propyl)-1H-pyrazol-3-yl]-3-(tetrahydro-pyran-2-yl)-propionamide). Isolated yield 81.0%. Reaction SMILES: [Cl:1][C:2]1[CH:3]=[C:4]([C@@H:12]([CH2:26][CH:27]2[CH2:31][CH2:30][CH2:29][CH2:28]2)[C:13](NC2C=CN(CCC(O)=O)N=2)=[O:14])[CH:5]=[CH:6]C=1S(C)(=O)=O.C(Cl)(=O)C(Cl)=[O:34].[NH2:38][C:39]1[CH:43]=[CH:42][N:41]([CH2:44][C:45]([CH3:48])([OH:47])[CH3:46])[N:40]=1.N1C(C)=CC=CC=1C.[CH2:57]([Cl:59])Cl>>[Cl:1][C:2]1[CH:3]=[C:4]([CH:12]([CH2:26][CH:27]2[CH2:31][CH2:30][CH2:29][CH2:28][O:34]2)[C:13]([NH:38][C:39]2[CH:43]=[CH:42][N:41]([CH2:44][C:45]([OH:47])([CH3:48])[CH3:46])[N:40]=2)=[O:14])[CH:5]=[CH:6][C:57]=1[Cl:59]. Reported procedure: A solution of 2-(3,4-dichloro-phenyl)-3-(tetrahydro-pyran-2-yl)-propionic acid (prepared as in PCT WO 2003/095438 A1, Example 9, 290 mg, 0.96 mmol) was dissolved in methylene chloride (10 mL) and N,N-dimethylfomamide (one drop) and cooled to 0° C. To this solution was added dropwise a solution of oxalyl chloride in methylene chloride (2 M solution, 550 μL, 1.09 mmol) which produced gas evolution and it was then stirred at 0° C. for 15 minutes and 30 min at 25° C. After this time, the reaction wa... RXN SMILES: Cl.[NH2:2][C@@H:3]1[CH2:8][CH2:7][C@H:6]([NH:9][C:10]([C:12]2[C:16]3[N:17]=[CH:18][N:19]=[C:20]([C:21]4[CH:26]=[C:25]([C:27]([F:30])([F:29])[F:28])[CH:24]=[CH:23][C:22]=4[O:31][CH2:32][CH:33]4[CH2:35][CH2:34]4)[C:15]=3[NH:14][C:13]=2[CH3:36])=[O:11])[CH2:5][CH2:4]1.C([O:40][CH2:41][C:42](Cl)=[O:43])(=O)C>>[CH:33]1([CH2:32][O:31][C:22]2[CH:23]=[CH:24][C:25]([C:27]([F:30])([F:29])[F:28])=[CH:26][C:21]=2[C:20]2[C:15]3[NH:14][C:13]([CH3:36])=[C:12]([C:10]([NH:9][C@H:6]4[CH2:7][CH2:8][C@@H:3]([NH:2][C:41](=[O:40])[CH2:42][OH:43])[CH2:4][CH2:5]4)=[O:11])[C:16]=3[N:17]=[CH:18][N:19]=2)[CH2:34][CH2:35]1 |f:0.1|. Starting materials: Cl.N[C@H]1CC[C@H](CC1)NC(=O)C1=C(NC2=C1N=CN=C2C2=C(C=CC(=C2)C(F)(F)F)OCC2CC2)C (N-(cis-4-aminocyclohexyl)-4-[2-(cyclopropylmethoxy)-5-(trifluoromethyl)phenyl]-6-methyl-5H-pyrrolo[3,2-d]pyrimidine-7-carboxamide hydrochloride), C(C)(=O)OCC(=O)Cl (2-chloro-2-oxoethyl acetate). Product: C1(CC1)COC1=C(C=C(C=C1)C(F)(F)F)C=1C2=C(N=CN1)C(=C(N2)C)C(=O)N[C@@H]2CC[C@@H](CC2)NC(CO)=O (4-[2-(Cyclopropylmethoxy)-5-(trifluoromethyl)phenyl]-N-{cis-4-[(hydroxyacetyl)amino]cyclohexyl}-6-methyl-5H-pyrrolo[3,2-d]pyrimidine-7-carboxamide). Reported procedure: Starting from N-(cis-4-aminocyclohexyl)-4-[2-(cyclopropylmethoxy)-5-(trifluoromethyl)phenyl]-6-methyl-5H-pyrrolo[3,2-d]pyrimidine-7-carboxamide hydrochloride (example D.f33) and commercially available 2-chloro-2-oxoethyl acetate the title compound is obtained as colorless solid. The reactants are CCOCC, CNc1cc(-c2cn(Cc3ccc(OC)cc3)nc2-c2cccc([N+](=O)[O-])c2)ccn1, [Cl-], [NH4+], C1COCCO1, O, [Zn]. Product: CNc1cc(-c2cn(Cc3ccc(OC)cc3)nc2-c2cccc(N)c2)ccn1. Reaction SMILES: [CH2:34]([O:35][CH2:36][CH3:37])[CH3:38].[CH3:1][O:2][c:3]1[cH:4][cH:5][c:6]([CH2:7][n:8]2[n:9][c:10](-[c:21]3[cH:22][c:23]([N+:27]([O-:28])=[O:29])[cH:24][cH:25][cH:26]3)[c:11](-[c:13]3[cH:14][c:15]([NH:19][CH3:20])[n:16][cH:17][cH:18]3)[cH:12]2)[cH:30][cH:31]1.[Cl-:32].[NH4+:33].[O:39]1[CH2:40][CH2:41][O:42][CH2:43][CH2:44]1.[OH2:45].[Zn:46]>>[CH3:1][O:2][c:3]1[cH:4][cH:5][c:6]([CH2:7][n:8]2[n:9][c:10](-[c:21]3[cH:22][c:23]([NH2:27])[cH:24][cH:25][cH:26]3)[c:11](-[c:13]3[cH:14][c:15]([NH:19][CH3:20])[n:16][cH:17][cH:18]3)[cH:12]2)[cH:30][cH:31]1. Reactants: CCO, ClC1c2ccccc2CCc2ccccc21, NC(N)=S, [Na+], [OH-], O=S(=O)(O)O. Product: SC1c2ccccc2CCc2ccccc21. Reaction SMILES: [CH3:28][CH2:29][OH:30].[Cl:1][CH:2]1[c:3]2[c:4]([cH:13][cH:14][cH:15][cH:16]2)[CH2:5][CH2:6][c:7]2[c:8]1[cH:9][cH:10][cH:11][cH:12]2.[NH2:17][C:18]([NH2:19])=[S:20].[Na+:22].[OH-:21].[S:23](=[O:24])(=[O:25])([OH:26])[OH:27]>>[CH:2]1([SH:20])[c:3]2[c:4]([cH:13][cH:14][cH:15][cH:16]2)[CH2:5][CH2:6][c:7]2[c:8]1[cH:9][cH:10][cH:11][cH:12]2. The reactants are [H-].[Al+3].[Li+].[H-].[H-].[H-] (lithium aluminum hydride), COC=1C(C(=C(C(C1OC)=O)C)CCCC(=O)OCC)=O (2,3-dimethoxy-5-methyl-6-(3'-ethoxycarbonylpropyl)-1,4-benzoquinone), ethyl ester, Cl (hydrochloric acid). The solvent is C(C)OCC (diethyl ether), C(C)OCC (diethyl ether). Run at time 1 hour. The product is COC1=C(O)C(=C(C(=C1OC)O)C)CCCCO (2,3-dimethoxy-5-methyl-6-(4'-hydroxybutyl)-hydroquinone). As a reaction SMILES: [H-].[Al+3].[Li+].[H-].[H-].[H-].[CH3:7][O:8][C:9]1[C:10](=[O:27])[C:11]([CH2:19][CH2:20][CH2:21][C:22](OCC)=[O:23])=[C:12]([CH3:18])[C:13](=[O:17])[C:14]=1[O:15][CH3:16].Cl>C(OCC)C>[CH3:7][O:8][C:9]1[C:14]([O:15][CH3:16])=[C:13]([OH:17])[C:12]([CH3:18])=[C:11]([CH2:19][CH2:20][CH2:21][CH2:22][OH:23])[C:10]=1[OH:27] |f:0.1.2.3.4.5|. Reported procedure: To a well stirred solution of lithium aluminum hydride (0.5 part) in diethyl ether (5 volume parts) was added a solution of 2,3-dimethoxy-5-methyl-6-(3'-ethoxycarbonylpropyl)-1,4-benzoquinone (formula I-2 wherein R=H3CO, n=2, in the form of ethyl ester) (0.78 part) in diethyl ether (10 volume parts) under cooling in ice-bath. After stirring at room temperature for 1 hour, the mixture was acidified with dilute hydrochloric acid. The diethyl ether layer was separated and the aqueous layer was extr... The reactants are FC1=CC=C(C=C1)C(C)=O (p-fluoroacetophenone), C(#N)CC(=O)OCC (ethyl cyanoacetate), C(C)(=O)[O-].[NH4+] (ammonium acetate), C(C)(=O)O (acetic acid). Solvent: C1=CC=CC=C1 (benzene), O (water), C1=CC=CC=C1 (benzene). Product: C(#N)C(C(=O)OCC)=C(C1=CC=CC=C1)C (Ethyl 2-Cyano-3-methyl-3-phenyl-2-propenoate). The yield is 69.9%. As a reaction SMILES: F[C:2]1[CH:7]=[CH:6][C:5]([C:8](=O)[CH3:9])=[CH:4][CH:3]=1.[C:11]([CH2:13][C:14]([O:16][CH2:17][CH3:18])=[O:15])#[N:12].C([O-])(=O)C.[NH4+].C(O)(=O)C>C1C=CC=CC=1.O>[C:11]([C:13](=[C:8]([CH3:9])[C:5]1[CH:6]=[CH:7][CH:2]=[CH:3][CH:4]=1)[C:14]([O:16][CH2:17][CH3:18])=[O:15])#[N:12] |f:2.3|. Procedure: A mixture of p-fluoroacetophenone (100 g, 0.72 mole), ethyl cyanoacetate (81.8 g, 0.72 mole), ammonium acetate (13 g, 0.17 mole) and acetic acid (34.7 g, 0.57 mole) is refluxed for 24 hours in benzene (200 mL) with a continuous removal of water by a Dean Stark trap. The cooled mixture is diluted with benzene (150 mL) and extracted with water (2×300 mL). The organic phase is separated, dried (Na2SO4), filtered and concentrated in vacuo to a brown oil. Kugelrohr distillation (125°-127°/0.03 Torr.)...